Dataset: the Open Reaction Database (ORD), a public repository of structured organic reaction records. Task: describe an organic reaction: reactants, conditions, products, and yield The reactants are FC=1C=C(C=C(C1)F)S(=O)(=O)CC1=NC(=NC(=C1)N1[C@H](COCC1)C)C1=CC=C(C=C1)NC(OC1=CC=CC=C1)=O (phenyl N-[4-[4-[(3,5-difluorophenyl)sulfonylmethyl]-6-[(3S)-3-methylmorpholin-4-yl]pyrimidin-2-yl]phenyl]carbamate), FC=1C=C(C=C(C1)F)S(=O)(=O)C(C)(C)C1=NC(=NC(=C1)N1[C@H](COCC1)C)C1=CC=C(C=C1)NC(OC1=CC=CC=C1)=O (phenyl N-[4-[4-[2-(3,5-difluorophenyl)sulfonylpropan-2-yl]-6-[(3S)-3-methylmorpholin-4-yl]pyrimidin-2-yl]phenyl]carbamate), amine. Yields the product FC=1C=C(C=C(C1)F)S(=O)(=O)CC1=NC(=NC(=C1)N1[C@H](COCC1)C)C1=CC=C(C=C1)NC(=O)NCC (1-[4-[4-[(3,5-Difluorophenyl)sulfonylmethyl]-6-[(3S)-3-methylmorpholin-4-yl]pyrimidin-2-yl]phenyl]-3-ethyl-urea). As a reaction SMILES: [F:1][C:2]1[CH:3]=[C:4]([S:9]([CH2:12][C:13]2[CH:18]=[C:17]([N:19]3[CH2:24][CH2:23][O:22][CH2:21][C@@H:20]3[CH3:25])[N:16]=[C:15]([C:26]3[CH:31]=[CH:30][C:29]([NH:32][C:33](=[O:41])OC4C=CC=CC=4)=[CH:28][CH:27]=3)[N:14]=2)(=[O:11])=[O:10])[CH:5]=[C:6]([F:8])[CH:7]=1.FC1C=C(S([C:53]([C:56]2C=C(N3CCOC[C@@H]3C)N=C(C3C=CC(NC(=O)OC4C=CC=CC=4)=CC=3)[N:57]=2)(C)C)(=O)=O)C=C(F)C=1>>[F:1][C:2]1[CH:3]=[C:4]([S:9]([CH2:12][C:13]2[CH:18]=[C:17]([N:19]3[CH2:24][CH2:23][O:22][CH2:21][C@@H:20]3[CH3:25])[N:16]=[C:15]([C:26]3[CH:31]=[CH:30][C:29]([NH:32][C:33]([NH:57][CH2:56][CH3:53])=[O:41])=[CH:28][CH:27]=3)[N:14]=2)(=[O:11])=[O:10])[CH:5]=[C:6]([F:8])[CH:7]=1. Reported procedure: The following compounds were made in an analogous fashion from either phenyl N-[4-[4-[(3,5-difluorophenyl)sulfonylmethyl]-6-[(3S)-3-methylmorpholin-4-yl]pyrimidin-2-yl]phenyl]carbamate or phenyl N-[4-[4-[2-(3,5-difluorophenyl)sulfonylpropan-2-yl]-6-[(3S)-3-methylmorpholin-4-yl]pyrimidin-2-yl]phenyl]carbamate and the appropriate amine. The reactants are BrC=1C(=CC(=C(C1)C)I)F (5-bromo-4-fluoro-2-iodotoluene), C(CC)C1=CC=C(C=C1)C#C (4-n-propylphenylacetylene), bis(triphenylphosphine)palladium-(II) chloride. Reagents/catalysts: [Cu]I (copper(I) iodide). The solvent is C(C)(C)NC(C)C (diisopropylamine). Product: C(CC)C1=CC=C(C=C1)C#CC1=CC=C(C(=C1)F)Br (2-(4-n-propylphenylethynyl)-4-fluoro-5-bromobenzene). Reaction SMILES: [Br:1][C:2]1[C:3]([F:10])=[CH:4][C:5](I)=[C:6](C)[CH:7]=1.[CH2:11]([C:14]1[CH:19]=[CH:18][C:17]([C:20]#[CH:21])=[CH:16][CH:15]=1)[CH2:12][CH3:13]>C(NC(C)C)(C)C.[Cu]I>[CH2:11]([C:14]1[CH:15]=[CH:16][C:17]([C:20]#[C:21][C:5]2[CH:4]=[C:3]([F:10])[C:2]([Br:1])=[CH:7][CH:6]=2)=[CH:18][CH:19]=1)[CH2:12][CH3:13]. Reported procedure: 20 g (63.5 mmol) of 5-bromo-4-fluoro-2-iodotoluene, 10.5 g (73 mmol) of 4-n-propylphenylacetylene, 2.5 g (3.6 mmol) of bis(triphenylphosphine)palladium-(II) chloride and 300 mg (1.8 mmol) of copper(I) iodide are initially introduced in 250 ml of diisopropylamine, the mixture is heated under reflux for 3 h and cooled, and the precipitate formed is filtered off. The filtrate is evaporated in a rotary evaporator, and the residue obtained in this way is purified by column chromatography (SiO2, hepta... Reactants: COc1c(Br)cc(CC(=O)NCCc2ccc([N+](=O)[O-])c(OCc3ccccc3)c2)cc1Br, CCO, Cl, O, O, Cl[Sn]Cl. Product: COc1c(Br)cc(CC(=O)NCCc2ccc(N)c(OCc3ccccc3)c2)cc1Br. As a reaction SMILES: [CH2:1]([c:2]1[cH:3][cH:4][cH:5][cH:6][cH:7]1)[O:8][c:9]1[cH:10][c:11]([CH2:12][CH2:13][NH:14][C:15]([CH2:16][c:17]2[cH:18][c:19]([Br:26])[c:20]([O:24][CH3:25])[c:21]([Br:23])[cH:22]2)=[O:27])[cH:28][cH:29][c:30]1[N+:31]([O-:32])=[O:33].[CH3:39][CH2:40][OH:41].[ClH:42].[OH2:34].[OH2:35].[Sn:36]([Cl:37])[Cl:38]>>[CH2:1]([c:2]1[cH:3][cH:4][cH:5][cH:6][cH:7]1)[O:8][c:9]1[cH:10][c:11]([CH2:12][CH2:13][NH:14][C:15]([CH2:16][c:17]2[cH:18][c:19]([Br:26])[c:20]([O:24][CH3:25])[c:21]([Br:23])[cH:22]2)=[O:27])[cH:28][cH:29][c:30]1[NH2:31].